From a dataset of the Open Reaction Database (ORD), a public repository of structured organic reaction records. describe an organic reaction: reactants, conditions, products, and yield The reactants are BrC1=CC=C(C=C1)C1=COC2=CC(=C(C=C2C1=O)Cl)O (3-(4-Bromo-phenyl)-6-chloro-7-hydroxy-chromen-4-one), N(N)CCO (2-Hydrazino-ethanol). Solvent: C(C)O (ethanol). The product is BrC1=CC=C(C=C1)C=1C(=NN(C1)CCO)C1=C(C=C(C(=C1)Cl)O)O (4-[4-(4-Bromo-phenyl)-1-(2-hydroxy-ethyl)-1H-pyrazol-3-yl]-6-chloro-benzene-1,3-diol). As a reaction SMILES: [Br:1][C:2]1[CH:7]=[CH:6][C:5]([C:8]2[C:17](=O)[C:16]3[C:11](=[CH:12][C:13]([OH:20])=[C:14]([Cl:19])[CH:15]=3)[O:10][CH:9]=2)=[CH:4][CH:3]=1.[NH:21]([CH2:23][CH2:24][OH:25])[NH2:22]>C(O)C>[Br:1][C:2]1[CH:7]=[CH:6][C:5]([C:8]2[C:17]([C:16]3[CH:15]=[C:14]([Cl:19])[C:13]([OH:20])=[CH:12][C:11]=3[OH:10])=[N:22][N:21]([CH2:23][CH2:24][OH:25])[CH:9]=2)=[CH:4][CH:3]=1. Procedure: 3-(4-Bromo-phenyl)-6-chloro-7-hydroxy-chromen-4-one (0.1 g, 0.28 mmol), and 2-Hydrazino-ethanol (0.04 g) were suspended in ethanol (10 ml) and refluxed for 1 hr. 4-[4-(4-Bromo-phenyl)-1-(2-hydroxy-ethyl)-1H-pyrazol-3-yl]-6-chloro-benzene-1,3-diol precipitated out on quenching as a white solid (0.09 g, 78.8%).